Dataset: the Open Reaction Database (ORD), a public repository of structured organic reaction records. Task: describe an organic reaction: reactants, conditions, products, and yield Starting materials: ClC1=C(C=O)C=CC(=C1)Cl (2,4-dichlorobenzaldehyde), [Si](C)(C)(C(C)(C)C)OC(CC(=O)OC)CC(CP(=O)(OC)OC)=O (methyl 3-[(tert-butyldimethylsilyl)oxy]-6-(dimethoxyphosphinyl)-5-oxohexanoate), C(C)(=O)OCC (ethyl acetate), C([O-])([O-])=O.[K+].[K+] (potassium carbonate). Solvent: C(C)(C)O (isopropanol). Conditions: temperature 22 celsius, time 3 hour. The product is [Si](C)(C)(C(C)(C)C)OC(CC(=O)OC)CC(\C=C\C1=C(C=C(C=C1)Cl)Cl)=O (methyl (E)-3-[(tert-butyldimethylsilyl)oxy]-7-(2,4-dichlorophenyl)-5-oxo-6-heptenoate). Isolated yield 94.5%. RXN SMILES: [Cl:1][C:2]1[CH:9]=[C:8]([Cl:10])[CH:7]=[CH:6][C:3]=1[CH:4]=O.[Si:11]([O:18][CH:19]([CH2:25][C:26](=[O:34])[CH2:27]P(OC)(OC)=O)[CH2:20][C:21]([O:23][CH3:24])=[O:22])([C:14]([CH3:17])([CH3:16])[CH3:15])([CH3:13])[CH3:12].C(=O)([O-])[O-].[K+].[K+].C(OCC)(=O)C>C(O)(C)C>[Si:11]([O:18][CH:19]([CH2:25][C:26](=[O:34])/[CH:27]=[CH:4]/[C:3]1[CH:6]=[CH:7][C:8]([Cl:10])=[CH:9][C:2]=1[Cl:1])[CH2:20][C:21]([O:23][CH3:24])=[O:22])([C:14]([CH3:16])([CH3:15])[CH3:17])([CH3:13])[CH3:12] |f:2.3.4|. Procedure details: In 10 mL of isopropanol (water content: 9,500 ppm) were dissolved 457 mg (2.6 mmol.) of 2,4-dichlorobenzaldehyde and 1.0 g (2.6 mmol.) of methyl 3-[(tert-butyldimethylsilyl)oxy]-6-(dimethoxyphosphinyl)-5-oxohexanoate to give an alcoholic solution. To the alcoholic solution was added 362 mg (2.3 mmol) of potassium carbonate, and the mixture was stirred for 3 hours at room temperature (22° C.). To the resulting reaction mixture was added 40 mL of ethyl acetate, and the mixture was stirred and wash... Starting materials: C#Cc1cncc(C(=O)N=S(C)(=O)c2ccccc2)c1, Cc1cc(I)ccc1O. The product is Cc1cc(C#Cc2cncc(C(=O)N=S(C)(=O)c3ccccc3)c2)ccc1O. Reaction SMILES: [C:1](#[CH:2])[c:3]1[cH:4][n:5][cH:6][c:7]([C:8](=[O:9])[N:10]=[S:11]([c:12]2[cH:13][cH:14][cH:15][cH:16][cH:17]2)(=[O:18])[CH3:19])[cH:20]1.[I:21][c:22]1[cH:23][c:24]([CH3:29])[c:25]([OH:28])[cH:26][cH:27]1>>[C:1](#[C:2][c:22]1[cH:23][c:24]([CH3:29])[c:25]([OH:28])[cH:26][cH:27]1)[c:3]1[cH:4][n:5][cH:6][c:7]([C:8](=[O:9])[N:10]=[S:11]([c:12]2[cH:13][cH:14][cH:15][cH:16][cH:17]2)(=[O:18])[CH3:19])[cH:20]1. The product is Cl.CN1CCN(CC1)C(=O)N.ClC=1C=C(C=CC1Cl)C1(CN(CC1)C(C1=CC(=C(C(=C1)OC)OC)OC)=O)CCN1CCC(CC1)(C(=O)O)C1=CC=CC=C1 (1-[2-[3-(3,4-dichloro-phenyl)-1-(3,4,5-trimethoxy-benzoyl)-pyrrolidin-3-yl]-ethyl]-4-phenyl-piperidine-4-carboxylic acid 4-methylpiperazine-amide hydrochloride). Procedure: Prepare by the method of Example 26FH.5 using 1-[2-[3-(3,4-dichloro-phenyl)-1-(3,4,5-trimethoxy-benzoyl)-pyrrolidin-3-yl]-ethyl]-4-phenyl-piperidine-4-carboxylic acid (0.18 g, 0.3 mmol) and 4-phenyl-piperidine-4-carboxylic acid 4-methylpiperazine-amide hydrochloride (0.7 mL, 0.6 mmol). Chromatograph on silica gel eluting with 6% methanol/dichloromethane to give the title compound. Exact mass (FAB+): calculated for C39H49Cl2N4O5 calculated 723.3080. Found 723.3067. The solvent is CO.ClCCl (methanol dichloromethane). Reaction SMILES: [Cl:1][C:2]1[CH:3]=[C:4]([C:9]2([CH2:28][CH2:29][N:30]3[CH2:35][CH2:34][C:33]([C:39]4[CH:44]=[CH:43][CH:42]=[CH:41][CH:40]=4)([C:36]([OH:38])=[O:37])[CH2:32][CH2:31]3)[CH2:13][CH2:12][N:11]([C:14](=[O:27])[C:15]3[CH:20]=[C:19]([O:21][CH3:22])[C:18]([O:23][CH3:24])=[C:17]([O:25][CH3:26])[CH:16]=3)[CH2:10]2)[CH:5]=[CH:6][C:7]=1[Cl:8].Cl.[CH3:46][N:47]1[CH2:52][CH2:51][N:50]([C:53]([NH2:55])=[O:54])[CH2:49][CH2:48]1.C1(C2(C(O)=O)CCNCC2)C=CC=CC=1>CO.ClCCl>[ClH:1].[CH3:46][N:47]1[CH2:52][CH2:51][N:50]([C:53]([NH2:55])=[O:54])[CH2:49][CH2:48]1.[Cl:1][C:2]1[CH:3]=[C:4]([C:9]2([CH2:28][CH2:29][N:30]3[CH2:35][CH2:34][C:33]([C:39]4[CH:44]=[CH:43][CH:42]=[CH:41][CH:40]=4)([C:36]([OH:38])=[O:37])[CH2:32][CH2:31]3)[CH2:13][CH2:12][N:11]([C:14](=[O:27])[C:15]3[CH:20]=[C:19]([O:21][CH3:22])[C:18]([O:23][CH3:24])=[C:17]([O:25][CH3:26])[CH:16]=3)[CH2:10]2)[CH:5]=[CH:6][C:7]=1[Cl:8] |f:1.2.3,4.5,6.7.8|. The reactants are ClC=1C=C(C=CC1Cl)C1(CN(CC1)C(C1=CC(=C(C(=C1)OC)OC)OC)=O)CCN1CCC(CC1)(C(=O)O)C1=CC=CC=C1 (1-[2-[3-(3,4-dichloro-phenyl)-1-(3,4,5-trimethoxy-benzoyl)-pyrrolidin-3-yl]-ethyl]-4-phenyl-piperidine-4-carboxylic acid), Cl.CN1CCN(CC1)C(=O)N.C1(=CC=CC=C1)C1(CCNCC1)C(=O)O (4-phenyl-piperidine-4-carboxylic acid 4-methylpiperazine-amide hydrochloride). Starting materials: O (Water), ClC1=NC=NC(=C1)Cl (4,6-dichloro-pyrimidine), CCN(C(C)C)C(C)C (DIPEA), CN(CCCN)C (N,N-dimethyl-propane-1,3-diamine). Run in CC(C)O (iPrOH). Reaction conditions: time 2 hour. Product: ClC1=CC(=NC=N1)NCCCN(C)C (N′-(6-Chloro-pyrimidin-4-yl)-N,N-dimethyl-propane-1,3-diamine). Isolated yield 79.9%. Reaction SMILES: Cl[C:2]1[CH:7]=[C:6]([Cl:8])[N:5]=[CH:4][N:3]=1.CCN(C(C)C)C(C)C.[CH3:18][N:19]([CH3:24])[CH2:20][CH2:21][CH2:22][NH2:23].O>CC(O)C>[Cl:8][C:6]1[N:5]=[CH:4][N:3]=[C:2]([NH:23][CH2:22][CH2:21][CH2:20][N:19]([CH3:24])[CH3:18])[CH:7]=1. Reported procedure: To a solution of 4,6-dichloro-pyrimidine (1 g, 6.7 mmol) and DIPEA (1.03 g, 8 mmol) in iPrOH (20 mL) was added N,N-dimethyl-propane-1,3-diamine (714 g, 7 mmol) at room temperature. The resulting mixture was stirred for 2 hours. Water was added and the mixture was extracted with DCM. The combined extracts were washed with brine, dried over anhydrous Na2SO4, and concentrated to give the crude product, which was purified by flash chromatography on silica to obtain the title compound (1.15 g, yield:... Reactants: C(#N)C=1C=C(C2=C(N=C(O2)C2=CC=C(C(=O)NC[C@@H]3CC[C@H](CC3)CC=O)C=C2)C1)C(C)C (4-(5-cyano-7-isopropyl-1,3-benzoxazol-2-yl)-N-{[trans-4-(2-oxoethyl)cyclohexyl]methyl}benzamide), FC(C=1C=C(CN)C=C(C1)C(F)(F)F)(F)F (3,5-bis(trifluoromethyl)benzylamine), C(#N)[BH3-].[Na+] (sodium cyanoborohydride). Run in CO (methanol), C([O-])(O)=O.[Na+] (sodium bicarbonate), C(C)(=O)OCC (ethyl acetate). Run at time 8 hour. Yields the product FC(C=1C=C(CNCC[C@@H]2CC[C@H](CC2)CNC(C2=CC=C(C=C2)C=2OC3=C(N2)C=C(C=C3C(C)C)C#N)=O)C=C(C1)C(F)(F)F)(F)F (N-{[trans-4-(2-{[3,5-Bis(trifluoromethyl)benzyl]amino}ethyl)cyclohexyl]methyl}-4-(5-cyano-7-isopropyl-1,3-benzoxazol-2-yl)benzamide). The yield is 32.1%. RXN SMILES: [C:1]([C:3]1[CH:4]=[C:5]([CH:31]([CH3:33])[CH3:32])[C:6]2[O:10][C:9]([C:11]3[CH:29]=[CH:28][C:14]([C:15]([NH:17][CH2:18][C@H:19]4[CH2:24][CH2:23][C@H:22]([CH2:25][CH:26]=O)[CH2:21][CH2:20]4)=[O:16])=[CH:13][CH:12]=3)=[N:8][C:7]=2[CH:30]=1)#[N:2].[F:34][C:35]([F:49])([F:48])[C:36]1[CH:37]=[C:38]([CH:41]=[C:42]([C:44]([F:47])([F:46])[F:45])[CH:43]=1)[CH2:39][NH2:40].C([BH3-])#N.[Na+]>CO.C(=O)(O)[O-].[Na+].C(OCC)(=O)C>[F:34][C:35]([F:48])([F:49])[C:36]1[CH:37]=[C:38]([CH:41]=[C:42]([C:44]([F:47])([F:45])[F:46])[CH:43]=1)[CH2:39][NH:40][CH2:26][CH2:25][C@H:22]1[CH2:23][CH2:24][C@H:19]([CH2:18][NH:17][C:15](=[O:16])[C:14]2[CH:28]=[CH:29][C:11]([C:9]3[O:10][C:6]4[C:5]([CH:31]([CH3:32])[CH3:33])=[CH:4][C:3]([C:1]#[N:2])=[CH:30][C:7]=4[N:8]=3)=[CH:12][CH:13]=2)[CH2:20][CH2:21]1 |f:2.3,5.6|. Procedure details: To a solution of 4-(5-cyano-7-isopropyl-1,3-benzoxazol-2-yl)-N-{[trans-4-(2-oxoethyl)cyclohexyl]methyl}benzamide (25 mg, 0.056 mmol) in methanol (2 ml) were added 3,5-bis(trifluoromethyl)benzylamine (20 mg, 0.082 mmol) and sodium cyanoborohydride (10 mg, 0.159 mmol). The mixture was stirred overnight at room temperature, at which point LC/MS analysis showed a new peak at the desired molecular weight. The reaction mixture was then diluted with 10 ml of saturated sodium bicarbonate solution and 10... The reactants are CC1=CC=C(C=C1)CCO (2-(4-Methylphenyl)ethyl alcohol), [N+](=O)([O-])C1=CC=C(C=C1)Cl (4-nitrochlorobenzene), [OH-].[Na+] (sodium hydroxide). The reagents and catalysts are [Br-].C(CCC)[N+](CCCC)(CCCC)CCCC (tetra-n-butylammonium bromide). Solvent: C1(=CC=CC=C1)C (toluene). The product is CC1=CC=C(C=C1)CCOC1=CC=C(C=C1)[N+](=O)[O-] (4-[2-(4-methylphenyl)ethoxy]nitrobenzene). Yield: 80.1%. As a reaction SMILES: [CH3:1][C:2]1[CH:7]=[CH:6][C:5]([CH2:8][CH2:9][OH:10])=[CH:4][CH:3]=1.[N+:11]([C:14]1[CH:19]=[CH:18][C:17](Cl)=[CH:16][CH:15]=1)([O-:13])=[O:12].[OH-].[Na+]>[Br-].C([N+](CCCC)(CCCC)CCCC)CCC.C1(C)C=CC=CC=1>[CH3:1][C:2]1[CH:7]=[CH:6][C:5]([CH2:8][CH2:9][O:10][C:17]2[CH:18]=[CH:19][C:14]([N+:11]([O-:13])=[O:12])=[CH:15][CH:16]=2)=[CH:4][CH:3]=1 |f:2.3,4.5|. Reported procedure: A mixture of 2-(4-methylphenyl)ethyl alcohol (VIII) (13.6 g, 0.1 mole), 4-nitrochlorobenzene (IX: X=Cl) (15.8 g, 0.1 mole), toluene (92 g), tetra-n-butylammonium bromide (3.2 g, 0.01 mole) and a 50% aqueous sodium hydroxide solution (24 g) was stirred vigorously at 50° to 60° C. for 5 hours. The organic layer was separated, washed with water two times and then concentrated in vacuo. By recrystallizing the crude product from 95% ethanol, 20.6 g (yield, 80%) of 4-[2-(4-methylphenyl)ethoxy]nitroben...